This data is from the Open Reaction Database (ORD), a public repository of structured organic reaction records. The task is: describe an organic reaction: reactants, conditions, products, and yield Starting materials: Cc1c(C=O)[nH]c2c1C(=O)N(CCN1CCOCC1)CCC2, O=C1Cc2cc(F)ccc2N1. The product is Cc1c(C=C2C(=O)Nc3ccc(F)cc32)[nH]c2c1C(=O)N(CCN1CCOCC1)CCC2. RXN SMILES: [CH3:1][c:2]1[c:3]([CH:21]=[O:22])[nH:4][c:5]2[c:6]1[C:7](=[O:20])[N:8]([CH2:12][CH2:13][N:14]1[CH2:15][CH2:16][O:17][CH2:18][CH2:19]1)[CH2:9][CH2:10][CH2:11]2.[F:23][c:24]1[cH:25][c:26]2[c:30]([cH:31][cH:32]1)[NH:29][C:28](=[O:33])[CH2:27]2>>[CH3:1][c:2]1[c:3]([CH:21]=[C:27]2[c:26]3[cH:25][c:24]([F:23])[cH:32][cH:31][c:30]3[NH:29][C:28]2=[O:33])[nH:4][c:5]2[c:6]1[C:7](=[O:20])[N:8]([CH2:12][CH2:13][N:14]1[CH2:15][CH2:16][O:17][CH2:18][CH2:19]1)[CH2:9][CH2:10][CH2:11]2. Reactants: ClC=1C=CC(=C(CN2C3=C(NCC2)N=CC(=C3)C=3C=C(C(=O)O)C=CC3)C1)C(F)(F)F (3-{1-[5-chloro-2-(trifluoromethyl)benzyl]-1,2,3,4-tetrahydropyrido[2,3-b]pyrazin-7-yl}benzoic acid), NC1CC2=CC=CC=C2C1 (2-aminoindan). Yields the product ClC=1C=CC(=C(CN2C3=C(NCC2)N=CC(=C3)C=3C=C(C(=O)NC2CC4=CC=CC=C4C2)C=CC3)C1)C(F)(F)F (3-{1-[5-Chloro-2-(trifluoromethyl)benzyl]-1,2,3,4-tetrahydropyrido[2,3-b]pyrazin-7-yl}-N-indan-2-ylbenzamide). As a reaction SMILES: [Cl:1][C:2]1[CH:3]=[CH:4][C:5]([C:28]([F:31])([F:30])[F:29])=[C:6]([CH:27]=1)[CH2:7][N:8]1[CH2:13][CH2:12][NH:11][C:10]2[N:14]=[CH:15][C:16]([C:18]3[CH:19]=[C:20]([CH:24]=[CH:25][CH:26]=3)[C:21](O)=[O:22])=[CH:17][C:9]1=2.[NH2:32][CH:33]1[CH2:41][C:40]2[C:35](=[CH:36][CH:37]=[CH:38][CH:39]=2)[CH2:34]1>>[Cl:1][C:2]1[CH:3]=[CH:4][C:5]([C:28]([F:29])([F:31])[F:30])=[C:6]([CH:27]=1)[CH2:7][N:8]1[CH2:13][CH2:12][NH:11][C:10]2[N:14]=[CH:15][C:16]([C:18]3[CH:19]=[C:20]([CH:24]=[CH:25][CH:26]=3)[C:21]([NH:32][CH:33]3[CH2:41][C:40]4[C:35](=[CH:36][CH:37]=[CH:38][CH:39]=4)[CH2:34]3)=[O:22])=[CH:17][C:9]1=2. Procedure details: 3-{1-[5-chloro-2-(trifluoromethyl)benzyl]-1,2,3,4-tetrahydropyrido[2,3-b]pyrazin-7-yl}benzoic acid was reacted with 2-aminoindan as in General Procedure 10 to give the title compound. LCMS: m/z=562.95 (M+H+); retention time=0.98 minutes. The reactants are ClCCl, CN1CCOCC1, COC1OC(C)C2C(O)C3CCCCC3CC12. Yields the product COC1OC(C)C2C(=O)C3CCCCC3CC12. RXN SMILES: [CH2:25]([Cl:26])[Cl:27].[CH3:1][N:2]1[CH2:3][CH2:4][O:5][CH2:6][CH2:7]1.[OH:8][CH:9]1[CH:10]2[CH2:11][CH2:12][CH2:13][CH2:14][CH:15]2[CH2:16][CH:17]2[CH:18]([O:23][CH3:24])[O:19][CH:20]([CH3:22])[CH:21]12>>[O:8]=[C:9]1[CH:10]2[CH2:11][CH2:12][CH2:13][CH2:14][CH:15]2[CH2:16][CH:17]2[CH:18]([O:23][CH3:24])[O:19][CH:20]([CH3:22])[CH:21]12. The reactants are ClC=1C=CN2C(C(=CC(=C2C1C)C1CC1)C(=O)OC)=O (methyl 8-chloro-1-cyclopropyl-9-methyl-4-oxo-4H-quinolizine-3-carboxylate), FC1=C(N)C=C(C=C1)B1OC(C(O1)(C)C)(C)C (2-fluoro-5-(4,4,5,5-tetramethyl-1,3,2-dioxaborolan-2-yl)-aniline). Yields the product NC=1C=C(C=CC1F)C=1C=CN2C(C(=CC(=C2C1C)C1CC1)C(=O)OC)=O (methyl 8-(3-amino-4-fluoro-phenyl)-1-cyclopropyl-9-methyl-4-oxo-4H-quinolizine-3-carboxylate). Isolated yield 102.8%. Reaction SMILES: Cl[C:2]1[CH:3]=[CH:4][N:5]2[C:10]([C:11]=1[CH3:12])=[C:9]([CH:13]1[CH2:15][CH2:14]1)[CH:8]=[C:7]([C:16]([O:18][CH3:19])=[O:17])[C:6]2=[O:20].[F:21][C:22]1[CH:28]=[CH:27][C:26](B2OC(C)(C)C(C)(C)O2)=[CH:25][C:23]=1[NH2:24]>>[NH2:24][C:23]1[CH:25]=[C:26]([C:2]2[CH:3]=[CH:4][N:5]3[C:10]([C:11]=2[CH3:12])=[C:9]([CH:13]2[CH2:15][CH2:14]2)[CH:8]=[C:7]([C:16]([O:18][CH3:19])=[O:17])[C:6]3=[O:20])[CH:27]=[CH:28][C:22]=1[F:21]. Procedure details: Methyl 8-(3-amino-4-fluoro-phenyl)-1-cyclopropyl-9-methyl-4-oxo-4H-quinolizine-3-carboxylate was prepared according to General Procedure A from methyl 8-chloro-1-cyclopropyl-9-methyl-4-oxo-4H-quinolizine-3-carboxylate (100 mg, 0.34 mmol) and 2-fluoro-5-(4,4,5,5-tetramethyl-1,3,2-dioxaborolan-2-yl)-aniline (122 mg, 0.51 mmol). Purification by flash silica column chromatography (DCM:MeOH) (1:0 to 94:6) afforded the title compound as a yellow solid (128 mg, 98%). Starting materials: C1(OCCO1)=O (ethylene carbonate), FC1=CC=C(OC2=CC=C(C=C2)O)C=C1 (p-(p-fluorophenoxy)phenol), ice water, C1(OCCO1)=O (ethylene carbonate). Reagents/catalysts: [Br-].C(CCC)[N+](CCCC)(CCCC)CCCC (tetrabutylammonium bromide). Run in CN(C=O)C (dimethylformamide). Product: FC1=CC=C(OC2=CC=C(OCCO)C=C2)C=C1 (2-[p-(p-fluorophenoxy)-phenoxy]-ethanol). RXN SMILES: [C:1]1(=O)[O:5][CH2:4][CH2:3][O:2]1.[F:7][C:8]1[CH:21]=[CH:20][C:11]([O:12][C:13]2[CH:18]=[CH:17]C(O)=[CH:15][CH:14]=2)=[CH:10][CH:9]=1>[Br-].C([N+](CCCC)(CCCC)CCCC)CCC.CN(C)C=O>[F:7][C:8]1[CH:21]=[CH:20][C:11]([O:12][C:13]2[CH:18]=[CH:17][C:1]([O:5][CH2:4][CH2:3][OH:2])=[CH:15][CH:14]=2)=[CH:10][CH:9]=1 |f:2.3|. Reported procedure: 6.8 g of ethylene carbonate and 2.3 g of tetrabutylammonium bromide are added to a solution of 13.8 g of p-(p-fluorophenoxy)phenol in 35 ml of dimethylformamide. After 4 hours at reflux there are added an additional 1.2 g of ethylene carbonate, and the mixture is heated at reflux for an additional 2 hours. The cooled mixture is poured into 150 ml of ice/water and extracted three times with 100 ml of ethyl acetate each time. The extracts are washed twice with 100 ml of saturated sodium chloride s... Starting materials: CN(C)C=O, O=C1NC(=O)C(=Cc2cn(-c3ccccc3)nc2-c2cc(F)cc(F)c2)S1, CI, [Na+], [Na+], O=C([O-])[O-], O. The product is CN1C(=O)SC(=Cc2cn(-c3ccccc3)nc2-c2cc(F)cc(F)c2)C1=O. As a reaction SMILES: [CH3:37][N:38]([CH3:39])[CH:40]=[O:41].[F:1][c:2]1[cH:3][c:4](-[c:9]2[n:10][n:11](-[c:22]3[cH:23][cH:24][cH:25][cH:26][cH:27]3)[cH:12][c:13]2[CH:14]=[C:15]2[C:16](=[O:21])[NH:17][C:18](=[O:20])[S:19]2)[cH:5][c:6]([F:8])[cH:7]1.[I:34][CH3:35].[Na+:28].[Na+:29].[O-:30][C:31](=[O:32])[O-:33].[OH2:36]>>[F:1][c:2]1[cH:3][c:4](-[c:9]2[n:10][n:11](-[c:22]3[cH:23][cH:24][cH:25][cH:26][cH:27]3)[cH:12][c:13]2[CH:14]=[C:15]2[C:16](=[O:21])[N:17]([CH3:31])[C:18](=[O:20])[S:19]2)[cH:5][c:6]([F:8])[cH:7]1. The reactants are CC1(CCC2=C(C=CC=C12)NC(CC(=O)C)=O)C (N-(1,1-dimethyl-4-indanyl)acetoacetamide), NC(=S)N (thiourea), S(=O)(=O)(Cl)Cl (sulfuryl chloride). Solvent: C1=CC=CC=C1 (benzene), C1=CC=CC=C1 (benzene). Conditions: time 2 hour. The product is CC1(CCC2=C(C=CC=C12)NC(=O)C1=C(N=C(S1)N)C)C (N-(1,1-dimethyl-4-indanyl)-2-amino-4-methylthiazole-5-carboxamide). The yield is 81.3%. RXN SMILES: [CH3:1][C:2]1([CH3:18])[C:10]2[C:5](=[C:6]([NH:11][C:12](=[O:17])[CH2:13][C:14]([CH3:16])=O)[CH:7]=[CH:8][CH:9]=2)[CH2:4][CH2:3]1.[NH2:19][C:20]([NH2:22])=[S:21].S(Cl)(Cl)(=O)=O>C1C=CC=CC=1>[CH3:1][C:2]1([CH3:18])[C:10]2[C:5](=[C:6]([NH:11][C:12]([C:13]3[S:21][C:20]([NH2:22])=[N:19][C:14]=3[CH3:16])=[O:17])[CH:7]=[CH:8][CH:9]=2)[CH2:4][CH2:3]1. Reported procedure: 1.00 g (4.08 mmol) of N-(1,1-dimethyl-4-indanyl)acetoacetamide and 0.62 g (8.16 mmol) of thiourea were dissolved in 10 ml of benzene and to this solution was added dropwise a solution of 0.55 g (4.08 mmol) of sulfuryl chloride in 5 ml of benzene at room temperature. After reacting for 2 hours at this temperature, the reaction mixture was refluxed for 1 hour, and left overnight. Then, the resulting solution was concentrated and dissolved in hot water and thereafter neutralyzed with 28% aqueous am... Reactants: CCOC(C)=O, COc1nc2cc(Cl)c(Cl)c([N+](=O)[O-])c2nc1OC, ClCCl, C1CCOC1. The product is COc1nc2cc(Cl)c(Cl)c(N)c2nc1OC. As a reaction SMILES: [CH3:25][CH2:26][O:27][C:28](=[O:29])[CH3:30].[Cl:1][c:2]1[c:3]([N+:17]([O-:18])=[O:19])[c:4]2[n:5][c:6]([O:15][CH3:16])[c:7]([O:13][CH3:14])[n:8][c:9]2[cH:10][c:11]1[Cl:12].[Cl:31][CH2:32][Cl:33].[O:20]1[CH2:21][CH2:22][CH2:23][CH2:24]1>>[Cl:1][c:2]1[c:3]([NH2:17])[c:4]2[n:5][c:6]([O:15][CH3:16])[c:7]([O:13][CH3:14])[n:8][c:9]2[cH:10][c:11]1[Cl:12]. Starting materials: CCN=C=NCCCN(C)C, CN(C)C=O, CCOCC, Cl, O=C(O)c1ccc(Br)cc1F, O, c1cc(N2CCNCC2)ccn1. Yields the product O=C(c1ccc(Br)cc1F)N1CCN(c2ccncc2)CC1. As a reaction SMILES: [CH3:13][N:14]([CH3:15])[CH2:16][CH2:17][CH2:18][N:19]=[C:20]=[N:21][CH2:22][CH3:23].[CH3:37][N:38]([CH3:39])[CH:40]=[O:41].[CH3:42][CH2:43][O:44][CH2:45][CH3:46].[ClH:12].[F:1][c:2]1[c:3]([C:4](=[O:5])[OH:6])[cH:7][cH:8][c:9]([Br:11])[cH:10]1.[OH2:36].[n:24]1[cH:25][cH:26][c:27]([N:30]2[CH2:31][CH2:32][NH:33][CH2:34][CH2:35]2)[cH:28][cH:29]1>>[F:1][c:2]1[c:3]([C:4](=[O:6])[N:33]2[CH2:32][CH2:31][N:30]([c:27]3[cH:26][cH:25][n:24][cH:29][cH:28]3)[CH2:35][CH2:34]2)[cH:7][cH:8][c:9]([Br:11])[cH:10]1. Reactants: C, CCCCC(N=[N+]=[N-])C(O)C(=O)NC(Cc1ccccc1)C(=O)OC, CO, [Pd]. Yields the product CCCCC(N)C(O)C(=O)NC(Cc1ccccc1)C(=O)OC. Reaction SMILES: [C:26].[CH3:1][O:2][C:3]([CH:4]([CH2:5][c:6]1[cH:7][cH:8][cH:9][cH:10][cH:11]1)[NH:12][C:13]([CH:14]([CH:15]([CH2:16][CH2:17][CH2:18][CH3:19])[N:20]=[N+:21]=[N-:22])[OH:23])=[O:24])=[O:25].[CH3:28][OH:29].[Pd:27]>>[CH3:1][O:2][C:3]([CH:4]([CH2:5][c:6]1[cH:7][cH:8][cH:9][cH:10][cH:11]1)[NH:12][C:13]([CH:14]([CH:15]([CH2:16][CH2:17][CH2:18][CH3:19])[NH2:20])[OH:23])=[O:24])=[O:25].